describe an organic reaction: reactants, conditions, products, and yield From a dataset of the Open Reaction Database (ORD), a public repository of structured organic reaction records. Reaction conditions: time 5 hour. The product is F/C(/C=C/C(C)=O)=C(\CC)/C1=CC=2C(CCC(C2C=C1OCOC)(C)C)(C)C ((3E,5E)-5-Fluoro-6-(3-methoxymethoxy-5,5,8,8-tetramethyl-5,6,7,8-tetrahydro-naphthalen-2-yl)-octa-3,5-dien-2-one). The reactants are F\C(\C=O)=C(/CC)\C1=CC=2C(CCC(C2C=C1OCOC)(C)C)(C)C ((E)-2-fluoro-3-(3-methoxymethoxy-5,5,8,8-tetramethyl-5,6,7,8-tetrahydro-naphthalen-2-yl)-pent-2-enal), F\C(\C=O)=C(/CC)\C1=CC=2C(CCC(C2C=C1OCOC)(C)C)(C)C ((E)-2-fluoro-3-(3-methoxymethoxy-5,5,8,8-tetramethyl-5,6,7,8-tetrahydro-naphthalen-2-yl)-pent-2-enal), [OH-].[Na+] (NaOH), CC(=O)C (acetone). Procedure: To a solution of (E)-2-fluoro-3-(3-methoxymethoxy-5,5,8,8-tetramethyl-5,6,7,8-tetrahydro-naphthalen-2-yl)-pent-2-enal (Intermediate 17, 880 mg, 2.5 mmol) in acetone (10 mL) was added 1M NaOH (7.5 mL) at 0° C. The mixture was stirred for 5 h, quenched with 2M H2SO4 (10 mL), and was stirred for 30 min. The mixture was then extracted with EtOAc (×3). The combined organic layer was washed successively with brine, NaHCO3, was dried over MgSO4 and concentrated in vacuo. The residue was purified by fla... Isolated yield 95.0%. Reaction SMILES: [F:1]/[C:2](=[C:5](/[C:8]1[C:17]([O:18][CH2:19][O:20][CH3:21])=[CH:16][C:15]2[C:14]([CH3:23])([CH3:22])[CH2:13][CH2:12][C:11]([CH3:25])([CH3:24])[C:10]=2[CH:9]=1)\[CH2:6][CH3:7])/[CH:3]=O.[OH-].[Na+].[CH3:28][C:29]([CH3:31])=[O:30]>>[F:1]/[C:2](=[C:5](/[C:8]1[C:17]([O:18][CH2:19][O:20][CH3:21])=[CH:16][C:15]2[C:14]([CH3:22])([CH3:23])[CH2:13][CH2:12][C:11]([CH3:24])([CH3:25])[C:10]=2[CH:9]=1)\[CH2:6][CH3:7])/[CH:3]=[CH:28]/[C:29](=[O:30])[CH3:31] |f:1.2|. Reactants: C(C1=CC=CC=C1)OC1=C(C=C2C(=CC=NC2=C1)OC1=CC(=C(C=C1)NC(=O)NCC)C)C#N (N-(4-(7-benzyloxy-6-cyanoquinolin-4-yloxy)-2-methylphenyl)-N′-ethylurea). Reagents/catalysts: [C].[Pd] (palladium-carbon). The solvent is O1CCCC1 (tetrahydrofuran). Product: C(#N)C=1C=C2C(=CC=NC2=CC1O)OC1=CC(=C(C=C1)NC(=O)NCC)C (N-(4-(6-Cyano-7-hydroxyquinolin-4-yloxy)-2-methylphenyl)-N′-ethylurea). The yield is 65.6%. RXN SMILES: C([O:8][C:9]1[CH:18]=[C:17]2[C:12]([C:13]([O:19][C:20]3[CH:25]=[CH:24][C:23]([NH:26][C:27]([NH:29][CH2:30][CH3:31])=[O:28])=[C:22]([CH3:32])[CH:21]=3)=[CH:14][CH:15]=[N:16]2)=[CH:11][C:10]=1[C:33]#[N:34])C1C=CC=CC=1>O1CCCC1.[C].[Pd]>[C:33]([C:10]1[CH:11]=[C:12]2[C:17](=[CH:18][C:9]=1[OH:8])[N:16]=[CH:15][CH:14]=[C:13]2[O:19][C:20]1[CH:25]=[CH:24][C:23]([NH:26][C:27]([NH:29][CH2:30][CH3:31])=[O:28])=[C:22]([CH3:32])[CH:21]=1)#[N:34] |f:2.3|. Reported procedure: In the same manner as Production Example 301-2, N-(4-(7-benzyloxy-6-cyanoquinolin-4-yloxy)-2-methylphenyl)-N′-ethylurea (0.8 g) was debenzylated in tetrahydrofuran using palladium-carbon, to obtain the title compound (0.42 g) as a solid. The reactants are C(C(=O)OCC)(=O)OCC (Diethyl oxalate), [O-]CC.[Na+] (sodium ethoxide), C(C)(C)(C)[Si](OCCCC(C)=O)(C)C (5-(tert-butyl-dimethyl-silanyloxy)-pentan-2-one). Conditions: temperature 0 celsius, time 3 hour. Yields the product C(C)OC(C(CC(CCCO[Si](C)(C)C(C)(C)C)=O)=O)=O (7-(tert-Butyl-dimethyl-silanyloxy)-2,4-dioxo-heptanoic acid ethyl ester). Isolated yield 16.6%. Reaction SMILES: [C:1]([O:8][CH2:9][CH3:10])(=[O:7])[C:2]([O:4]CC)=O.[O-]CC.[Na+].[C:15]([Si:19]([CH3:28])([CH3:27])[O:20][CH2:21][CH2:22][CH2:23][C:24](=[O:26])[CH3:25])([CH3:18])([CH3:17])[CH3:16]>>[CH2:9]([O:8][C:1](=[O:7])[C:2](=[O:4])[CH2:25][C:24](=[O:26])[CH2:23][CH2:22][CH2:21][O:20][Si:19]([C:15]([CH3:18])([CH3:17])[CH3:16])([CH3:27])[CH3:28])[CH3:10] |f:1.2|. Reported procedure: Diethyl oxalate (4.048 g, 37.7 mmol) was added to solid sodium ethoxide (0.472 g, 69.3 mmol) at 0° C. followed by slow addition of 5-(tert-butyl-dimethyl-silanyloxy)-pentan-2-one (1.500 g, 69.3 mmol). The resulting orange solution was stirred at 0° C. for 10 minutes and at room temperature for 3 h. Purification by flash chromatography (19:1 hexanes:EtOAc to 9:1 EtOAc:MeOH) provided the title compound (1.982 g); MS 317 (M+1). Yields the product N1(N=CC=C1)C=1N=C(C2=C(N1)SC(=C2Cl)C)NCC2=CC(=C(C=C2)OC)OC (2-(pyrazol-1-yl)-5-chloro-6-methyl-4-(3,4-dimethoxybenzylamino)-thieno-[2,3-d]-pyrimidine). As a reaction SMILES: [NH:1]1[CH:5]=[CH:4][CH:3]=[N:2]1.Cl[C:7]1[N:8]=[C:9]([NH:18][CH2:19][C:20]2[CH:25]=[CH:24][C:23]([O:26][CH3:27])=[C:22]([O:28][CH3:29])[CH:21]=2)[C:10]2[C:15]([Cl:16])=[C:14]([CH3:17])[S:13][C:11]=2[N:12]=1>>[N:1]1([C:7]2[N:8]=[C:9]([NH:18][CH2:19][C:20]3[CH:25]=[CH:24][C:23]([O:26][CH3:27])=[C:22]([O:28][CH3:29])[CH:21]=3)[C:10]3[C:15]([Cl:16])=[C:14]([CH3:17])[S:13][C:11]=3[N:12]=2)[CH:5]=[CH:4][CH:3]=[N:2]1. Starting materials: N1N=CC=C1 (pyrazole), ClC=1N=C(C2=C(N1)SC(=C2Cl)C)NCC2=CC(=C(C=C2)OC)OC (2,5-dichloro-6-methyl-4-(3,4-dimethoxybenzylamino)-thieno-[2,3-d]-pyrimidine). Procedure details: Following the procedure of Example 97, the reaction of pyrazole with 2,5-dichloro-6-methyl-4-(3,4-dimethoxybenzylamino)-thieno-[2,3-d]-pyrimidine gives 2-(pyrazol-1-yl)-5-chloro-6-methyl-4-(3,4-dimethoxybenzylamino)-thieno-[2,3-d]-pyrimidine.